Dataset: the Open Reaction Database (ORD), a public repository of structured organic reaction records. Task: describe an organic reaction: reactants, conditions, products, and yield Starting materials: CCN(CC)CC#CCNC(=O)C(NC(=O)C(F)(F)F)(c1ccccc1)c1ccccc1, CC(C)=O, Cl. Product: CCN(CC)CC#CCNC(=O)C(N)(c1ccccc1)c1ccccc1. As a reaction SMILES: [CH2:1]([CH3:2])[N:3]([CH2:4][C:5]#[C:6][CH2:7][NH:8][C:9]([C:10]([c:11]1[cH:12][cH:13][cH:14][cH:15][cH:16]1)([c:17]1[cH:18][cH:19][cH:20][cH:21][cH:22]1)[NH:23][C:24](=[O:25])[C:26]([F:27])([F:28])[F:29])=[O:30])[CH2:31][CH3:32].[CH3:33][C:34](=[O:35])[CH3:36].[ClH:37]>>[CH2:1]([CH3:2])[N:3]([CH2:4][C:5]#[C:6][CH2:7][NH:8][C:9]([C:10]([c:11]1[cH:12][cH:13][cH:14][cH:15][cH:16]1)([c:17]1[cH:18][cH:19][cH:20][cH:21][cH:22]1)[NH2:23])=[O:30])[CH2:31][CH3:32]. Reactants: [Si](C1=CC=CC=C1)(C1=CC=CC=C1)(C(C)(C)C)O[C@@H](CC)[C@@H]1C[C@H](C(O1)=O)C ((3R,5S)-5-[(1S)-1-[tert-butyl(diphenyl)silyl]oxypropyl]-3-methyl-tetrahydrofuran-2-one), [Si](C1=CC=CC=C1)(C1=CC=CC=C1)(C(C)(C)C)O[C@@H](CC)[C@@H]1C[C@H](C(O1)=O)C ((3R,5S)-5-[(1S)-1-[tert-butyl(diphenyl)silyl]oxypropyl]-3-methyl-tetrahydrofuran-2-one), CCCC[N+](CCCC)(CCCC)CCCC.[F-] (TBAF). Solvent: C1CCOC1 (THF). Run at time 12 hour. Product: O[C@@H](CC)[C@@H]1C[C@H](C(O1)=O)C ((3R,5S)-5-[(1S)-1-hydroxypropyl]-3-methyl-tetrahydrofuran-2-one). Isolated yield 94.8%. As a reaction SMILES: [Si]([O:18][C@H:19]([C@H:22]1[O:26][C:25](=[O:27])[C@H:24]([CH3:28])[CH2:23]1)[CH2:20][CH3:21])(C(C)(C)C)(C1C=CC=CC=1)C1C=CC=CC=1.CCCC[N+](CCCC)(CCCC)CCCC.[F-]>C1COCC1>[OH:18][C@H:19]([C@H:22]1[O:26][C:25](=[O:27])[C@H:24]([CH3:28])[CH2:23]1)[CH2:20][CH3:21] |f:1.2|. Procedure details: A solution of (3R,5S)-5-[(1S)-1-[tert-butyl(diphenyl)silyl]oxypropyl]-3-methyl-tetrahydrofuran-2-one (compound 28f, 2.7 g, 6.8 mmol) in THF (10 mL) was added TBAF (1M in THF, 13.6 mL, 13.6 mmol) and the mixture was stirred at room temperature for 12 hours. Then the mixture was concentrated in vacuo and the residue was purified by column chromatography on silica gel (eluting with 1:30 to 1:20 EtOAc in petroleum ether) to afford 1.02 g of (3R,5S)-5-[(1S)-1-hydroxypropyl]-3-methyl-tetrahydrofuran-2... Reactants: C(C)(C)(C)[Si](C1=CC=CC=C1)(C1=CC=CC=C1)Cl (tert-butyl(chloro)diphenylsilane), O1CCCC2=CCC[C@H]([C@@H]12)CO ((8S,8aR)-3,4,6,7,8,8a-hexahydro-2H-chromen-8-ylmethanol), CN(C)C=O (DMF), N1C=NC=C1 (imidazole). Solvent: O (water). Conditions: time 8 hour. The product is C(C)(C)(C)[Si](C1=CC=CC=C1)(C1=CC=CC=C1)OC[C@@H]1CCC=C2CCCO[C@H]12 (tert-butyl[(8S,8aR)-3,4,6,7,8,8a-hexahydro-2H-chromen-8-ylmethoxy]diphenylsilane). Reaction SMILES: [O:1]1[C@H:10]2[C:5](=[CH:6][CH2:7][CH2:8][C@H:9]2[CH2:11][OH:12])[CH2:4][CH2:3][CH2:2]1.CN(C=O)C.N1C=CN=C1.[C:23]([Si:27](Cl)([C:34]1[CH:39]=[CH:38][CH:37]=[CH:36][CH:35]=1)[C:28]1[CH:33]=[CH:32][CH:31]=[CH:30][CH:29]=1)([CH3:26])([CH3:25])[CH3:24]>O>[C:23]([Si:27]([O:12][CH2:11][C@H:9]1[C@@H:10]2[C:5]([CH2:4][CH2:3][CH2:2][O:1]2)=[CH:6][CH2:7][CH2:8]1)([C:34]1[CH:39]=[CH:38][CH:37]=[CH:36][CH:35]=1)[C:28]1[CH:29]=[CH:30][CH:31]=[CH:32][CH:33]=1)([CH3:26])([CH3:24])[CH3:25]. Procedure: To a solution of 360 mg (8S,8aR)-3,4,6,7,8,8a-hexahydro-2H-chromen-8-ylmethanol added 2.2 mL DMF, then 224 mg imidazole followed by 0.66 mL tert-butyl(chloro)diphenylsilane. The reaction was stirred overnight at RT, then added to water and extracted with diethyl ether. The crude extract was dried over Na2SO4, filtered, concentrated, then purified on silica gel to provide the title compound. 1H NMR (500 MHz, CDCl3) δ=1.05 (s, 9H), 1.37-1.46 (m, 1H), 1.54-1.58 (m, 1H), 1.63-1.73 (m, 2H), 1.86-2.09...